From a dataset of the Open Reaction Database (ORD), a public repository of structured organic reaction records. describe an organic reaction: reactants, conditions, products, and yield The reactants are O[C@H](C)[C@@H]1[C@@H]2N(C(=C([C@@H]2C)S\C=C/C2=C(N=CS2)CO)C(=O)[O-])C1=O.[Na+] (sodium (1R,5S,6S)-6-((1R)-1-hydroxyethyl)-2-[[(Z)-2-(4-hydroxymethylthiazol-5-yl)ethen-1-yl]thio]-1-methyl-1-carbapen-2-em-3-carboxylate), COC(=O)OCI (methoxycarbonyloxymethyl iodide). Product: O[C@H](C)[C@@H]1[C@@H]2N(C(=C([C@@H]2C)S\C=C/C2=C(N=CS2)CO)C(=O)OCOC(=O)OC)C1=O (Methoxycarbonyloxymethyl (1R,5S,6S)-6-((1R)-1-hydroxyethyl)-2-[[(Z)-2-(4-hydroxymethylthiazol-5-yl)ethen-1-yl]thio]-1-methyl-1-carbapen-2-em-3-carboxylate). Isolated yield 79.5%. Reaction SMILES: [OH:1][C@@H:2]([C@H:4]1[C:24](=[O:25])[N:6]2[C:7]([C:21]([O-:23])=[O:22])=[C:8]([S:11]/[CH:12]=[CH:13]\[C:14]3[S:18][CH:17]=[N:16][C:15]=3[CH2:19][OH:20])[C@H:9]([CH3:10])[C@H:5]12)[CH3:3].[Na+].[CH3:27][O:28][C:29]([O:31][CH2:32]I)=[O:30]>>[OH:1][C@@H:2]([C@H:4]1[C:24](=[O:25])[N:6]2[C:7]([C:21]([O:23][CH2:27][O:28][C:29]([O:31][CH3:32])=[O:30])=[O:22])=[C:8]([S:11]/[CH:12]=[CH:13]\[C:14]3[S:18][CH:17]=[N:16][C:15]=3[CH2:19][OH:20])[C@H:9]([CH3:10])[C@H:5]12)[CH3:3] |f:0.1|. Reported procedure: In the same manner as in Example 81, 148 mg of the title compound was prepared from 160 mg of sodium (1R,5S,6S)-6-((1R)-1-hydroxyethyl)-2-[[(Z)-2-(4-hydroxymethylthiazol-5-yl)ethen-1-yl]thio]-1-methyl-1-carbapen-2-em-3-carboxylate and 103 mg of methoxycarbonyloxymethyl iodide. The product is FC1=C(C=CC(=C1)C1=NC=CC=N1)C=CC=O (3-[2-Fluoro-4-(2-pyrimidinyl)phenyl]-2-propenal). Reported procedure: The title compound was prepared by a procedure analogous to Reference Example 30 by substituting 2-fluoro-4-(2-pyrimidinyl)benzaldehyde (prepared as described in Reference Example 15) for the 4-(1H-pyrazol-1-yl)-benzaldehyde of Reference Example 30. MS 229 (M+H)+. Reaction SMILES: [F:1][C:2]1[CH:9]=[C:8]([C:10]2[N:15]=[CH:14][CH:13]=[CH:12][N:11]=2)[CH:7]=[CH:6][C:3]=1[CH:4]=O.N1(C2C=C[C:24]([CH:25]=[O:26])=CC=2)C=CC=N1>>[F:1][C:2]1[CH:9]=[C:8]([C:10]2[N:15]=[CH:14][CH:13]=[CH:12][N:11]=2)[CH:7]=[CH:6][C:3]=1[CH:4]=[CH:24][CH:25]=[O:26]. Starting materials: FC1=C(C=O)C=CC(=C1)C1=NC=CC=N1 (2-Fluoro-4-(2-pyrimidinyl)benzaldehyde), N1(N=CC=C1)C1=CC=C(C=O)C=C1 (4-(1H-pyrazol-1-yl)-benzaldehyde). Starting materials: ClC=1N=C(C2=C(N1)C=C(S2)C=2C=C(C=CC2)NC(CN(C)C)=O)N2CCOCC2 (N-(3-(2-chloro-4-morpholinothieno[3,2-d]pyrimidin-6-yl)phenyl)-2-(dimethylamino)acetamide), CC1(OB(OC1(C)C)C1=C2C=NNC2=CC=C1)C (4-(4,4,5,5-tetramethyl-[1,3,2]dioxaborolan-2-yl)-1H-indazole). Product: N1N=CC2=C(C=CC=C12)C=1N=C(C2=C(N1)C=C(S2)C=2C=C(C=CC2)NC(CN(C)C)=O)N2CCOCC2 (N-(3-(2-(1H-indazol-4-yl)-4-morpholinothieno[3,2-d]pyrimidin-6-yl)phenyl)-2-(dimethylamino)acetamide). RXN SMILES: Cl[C:2]1[N:3]=[C:4]([N:24]2[CH2:29][CH2:28][O:27][CH2:26][CH2:25]2)[C:5]2[S:10][C:9]([C:11]3[CH:12]=[C:13]([NH:17][C:18](=[O:23])[CH2:19][N:20]([CH3:22])[CH3:21])[CH:14]=[CH:15][CH:16]=3)=[CH:8][C:6]=2[N:7]=1.CC1(C)C(C)(C)OB([C:38]2[CH:46]=[CH:45][CH:44]=[C:43]3[C:39]=2[CH:40]=[N:41][NH:42]3)O1>>[NH:42]1[C:43]2[C:39](=[C:38]([C:2]3[N:3]=[C:4]([N:24]4[CH2:29][CH2:28][O:27][CH2:26][CH2:25]4)[C:5]4[S:10][C:9]([C:11]5[CH:12]=[C:13]([NH:17][C:18](=[O:23])[CH2:19][N:20]([CH3:22])[CH3:21])[CH:14]=[CH:15][CH:16]=5)=[CH:8][C:6]=4[N:7]=3)[CH:46]=[CH:45][CH:44]=2)[CH:40]=[N:41]1. Reported procedure: 55 mg of 3-(2-chloro-4-morpholinothieno[3,2-d]pyrimidin-6-yl)benzenamine was reacted with N,N-dimethylglycine via General Procedure I to give N-(3-(2-chloro-4-morpholinothieno[3,2-d]pyrimidin-6-yl)phenyl)-2-(dimethylamino)acetamide. 70 mg of the crude N-(3-(2-chloro-4-morpholinothieno[3,2-d]pyrimidin-6-yl)phenyl)-2-(dimethylamino)acetamide was coupled to 4-(4,4,5,5-tetramethyl-1,3,2-dioxaborolan-2-yl)-1H-indazole 7 via General Procedure A. The product was purified by reverse phase HPLC to yield ... The reactants are O=C([O-])[O-], CSc1ncnc2cn[nH]c12, CN1CCCC1=O, COC(=O)c1ccc(F)cc1, [K+], [K+], O. The product is COC(=O)c1ccc(-n2cc3ncnc(SC)c3n2)cc1. As a reaction SMILES: [C:23](=[O:24])([O-:25])[O-:26].[CH3:1][S:2][c:3]1[c:4]2[c:5]([n:6][cH:7][n:8]1)[cH:9][n:10][nH:11]2.[CH3:30][N:31]1[CH2:32][CH2:33][CH2:34][C:35]1=[O:36].[F:12][c:13]1[cH:14][cH:15][c:16]([C:17](=[O:18])[O:19][CH3:20])[cH:21][cH:22]1.[K+:27].[K+:28].[OH2:29]>>[CH3:1][S:2][c:3]1[c:4]2[c:5]([n:6][cH:7][n:8]1)[cH:9][n:10](-[c:13]1[cH:14][cH:15][c:16]([C:17](=[O:18])[O:19][CH3:20])[cH:21][cH:22]1)[n:11]2. Isolated yield 43.7%. Procedure details: A solution of (3R)-6-cyclohexyl-3-{3-[(methylamino)carbonyl]-1,2,4-oxadiazol-5-yl}hexanoic acid (Preparation 8) (285 mg, 0.88 mmol) and N-methylmorpholine (110 μl, 1.00 mmol) in anhydrous tetrahydrofuran (10 ml) was cooled to 0° C., treated with isobutyl chloroformate (130 μl, 1.00 mmol) and stirred under a nitrogen atmosphere for 1 hour. O-(Trimethylsilyl)hydroxylamine (130 μl, 1.06 mmol) was added and the mixture was stirred for 18 hours, being allowed to warm to room temperature over this tim... Product: C1(CCCCC1)CCC[C@H](CC(=O)NO)C1=NC(=NO1)C(=O)NC (5-{(1R)-4-Cyclohexyl-1-[2-(hydroxyamino)-2-oxoethyl]butyl}-N-methyl-1,2,4-oxadiazole-3-carboxamide). Reaction conditions: time 1 hour. Run in O (water), O1CCCC1 (tetrahydrofuran). Reactants: C[Si](ON)(C)C (O-(Trimethylsilyl)hydroxylamine), C1(CCCCC1)CCC[C@H](CC(=O)O)C1=NC(=NO1)C(=O)NC ((3R)-6-cyclohexyl-3-{3-[(methylamino)carbonyl]-1,2,4-oxadiazol-5-yl}hexanoic acid), CN1CCOCC1 (N-methylmorpholine), ClC(=O)OCC(C)C (isobutyl chloroformate), C(CC(O)(C(=O)O)CC(=O)O)(=O)O (citric acid). As a reaction SMILES: [CH:1]1([CH2:7][CH2:8][CH2:9][C@@H:10]([C:15]2[O:19][N:18]=[C:17]([C:20]([NH:22][CH3:23])=[O:21])[N:16]=2)[CH2:11][C:12](O)=[O:13])[CH2:6][CH2:5][CH2:4][CH2:3][CH2:2]1.CN1CCOCC1.ClC(OCC(C)C)=O.C[Si](C)(C)[O:41][NH2:42].C(O)(=O)CC(CC(O)=O)(C(O)=O)O>O1CCCC1.O>[CH:1]1([CH2:7][CH2:8][CH2:9][C@@H:10]([C:15]2[O:19][N:18]=[C:17]([C:20]([NH:22][CH3:23])=[O:21])[N:16]=2)[CH2:11][C:12]([NH:42][OH:41])=[O:13])[CH2:6][CH2:5][CH2:4][CH2:3][CH2:2]1. Reactants: 4-N, Cl (hydrogen chloride), CNC1CCC(CC1)=O (4-methylaminocyclohexanone), O (water), 3-methylhydrazine hydrochloride, CNC1CCC=2NC3=CC(=CC=C3C2C1)C (3-(methylamino)-7-methyl-1,2,3,4-tetrahydrocarbazole). Run in C(C)O (ethyl alcohol), C(C)O (ethyl alcohol). The product is CNC1CCC=2NC3=CC=CC(=C3C2C1)C (3-(Methylamino)-5-methyl-1,2,3,4-tetrahydrocarbazole). RXN SMILES: [CH3:1][NH:2][CH:3]1[CH2:8][CH2:7][C:6](=O)[CH2:5][CH2:4]1.Cl.O.C[NH:13][CH:14]1[CH2:26][C:25]2[C:24]3C(=CC(C)=CC=3)N[C:17]=2[CH2:16][CH2:15]1>C(O)C>[CH3:1][NH:2][CH:3]1[CH2:8][C:7]2[C:26]3[C:14](=[CH:15][CH:16]=[CH:17][C:25]=3[CH3:24])[NH:13][C:6]=2[CH2:5][CH2:4]1. Procedure: A solution of 15 g. of 4-methylaminocyclohexanone and 18.4 g. of 3-methylhydrazine hydrochloride in 200 ml. of absolute ethyl alcohol and 50 ml. of 4-N hydrogen chloride in absolute ethyl alcohol was heated under reflux for six hours, cooled, and filtered to give 12.3 g. of solids which were slurried in 50 ml. of water. The slurry was cooled, the solids were collected by filtration, suspended in ether-chloroform, and the suspension was treated with dilute potassium hydroxide. The ether-chlorofor... Reported procedure: Analogously to Example 2, reaction of 1.04 g of 3-(3-ethoxy-4-methoxyphenyl)-5,6-dihydro4H-pyridazine with 1.08 g of 4-methyl-2-thiophen-2-ylthiazole-5-carbonyl chloride (“CA”) gives the compound 1-[3-(3-ethoxy-4-methoxyphenyl)-5,6-dihydro-4H-pyridazin-1-yl]-1-(4-methyl-2-thiophen-2-ylthiazol-5-yl)methanone (1.54 g). The product is C(C)OC=1C=C(C=CC1OC)C1=NN(CCC1)C(=O)C1=C(N=C(S1)C=1SC=CC1)C (1-[3-(3-ethoxy-4-methoxyphenyl)-5,6-dihydro-4H-pyridazin-1-yl]-1-(4-methyl-2-thiophen-2-ylthiazol-5-yl)methanone). The yield is 78.7%. RXN SMILES: [CH2:1]([O:3][C:4]1[CH:5]=[C:6]([C:12]2[CH2:17][CH2:16][CH2:15][NH:14][N:13]=2)[CH:7]=[CH:8][C:9]=1[O:10][CH3:11])[CH3:2].[CH3:18][C:19]1[N:20]=[C:21]([C:27]2[S:28][CH:29]=[CH:30][CH:31]=2)[S:22][C:23]=1[C:24](Cl)=[O:25]>>[CH2:1]([O:3][C:4]1[CH:5]=[C:6]([C:12]2[CH2:17][CH2:16][CH2:15][N:14]([C:24]([C:23]3[S:22][C:21]([C:27]4[S:28][CH:29]=[CH:30][CH:31]=4)=[N:20][C:19]=3[CH3:18])=[O:25])[N:13]=2)[CH:7]=[CH:8][C:9]=1[O:10][CH3:11])[CH3:2]. Starting materials: C(C)OC=1C=C(C=CC1OC)C1=NNCCC1 (3-(3-ethoxy-4-methoxyphenyl)-5,6-dihydro4H-pyridazine), CC=1N=C(SC1C(=O)Cl)C=1SC=CC1 (4-methyl-2-thiophen-2-ylthiazole-5-carbonyl chloride). The reactants are step-ii, CC1(OB(OC1(C)C)C1=CC=C(C=C1)C1=CC=NC=C1)C (4-(4-(4,4,5,5-tetramethyl-1,3,2-dioxaborolan-2-yl)phenyl)pyridine), C([O-])([O-])=O.[Na+].[Na+] (sodium carbonate), BrC=1C=C2C(=NC1)N(C=C2C=2C(=NN(C2C)CC2=CC(=CC=C2)F)C)S(=O)(=O)C2=CC=C(C)C=C2 (5-bromo-3-(1-(3-fluorobenzyl)-3,5-dimethyl-1H-pyrazol-4-yl)-1-tosyl-1H-pyrrolo[2,3-b]pyridine), CC1(OB(OC1(C)C)C1=CC=C(C=C1)C1=CC=NC=C1)C (4-(4-(4,4,5,5-tetramethyl-1,3,2-dioxaborolan-2-yl)phenyl)pyridine). Run in C1(=CC=CC=C1)C.C(C)O.O (toluene ethanol water). Product: FC=1C=C(CN2N=C(C(=C2C)C2=CN(C3=NC=C(C=C32)C3=CC=C(C=C3)C3=CC=NC=C3)S(=O)(=O)C3=CC=C(C)C=C3)C)C=CC1 (3-(1-(3-fluorobenzyl)-3,5-dimethyl-1H-pyrazol-4-yl)-5-(4-(pyridin-4-yl)phenyl)-1-tosyl-1H-pyrrolo[2,3-b]pyridine). Yield: 70.8%. Reaction SMILES: Br[C:2]1[CH:3]=[C:4]2[C:10]([C:11]3[C:12]([CH3:25])=[N:13][N:14]([CH2:17][C:18]4[CH:23]=[CH:22][CH:21]=[C:20]([F:24])[CH:19]=4)[C:15]=3[CH3:16])=[CH:9][N:8]([S:26]([C:29]3[CH:35]=[CH:34][C:32]([CH3:33])=[CH:31][CH:30]=3)(=[O:28])=[O:27])[C:5]2=[N:6][CH:7]=1.CC1(C)C(C)(C)OB([C:44]2[CH:49]=[CH:48][C:47]([C:50]3[CH:55]=[CH:54][N:53]=[CH:52][CH:51]=3)=[CH:46][CH:45]=2)O1.C(=O)([O-])[O-].[Na+].[Na+]>C1(C)C=CC=CC=1.C(O)C.O>[F:24][C:20]1[CH:19]=[C:18]([CH:23]=[CH:22][CH:21]=1)[CH2:17][N:14]1[C:15]([CH3:16])=[C:11]([C:10]2[C:4]3[C:5](=[N:6][CH:7]=[C:2]([C:44]4[CH:45]=[CH:46][C:47]([C:50]5[CH:51]=[CH:52][N:53]=[CH:54][CH:55]=5)=[CH:48][CH:49]=4)[CH:3]=3)[N:8]([S:26]([C:29]3[CH:30]=[CH:31][C:32]([CH3:33])=[CH:34][CH:35]=3)(=[O:28])=[O:27])[CH:9]=2)[C:12]([CH3:25])=[N:13]1 |f:2.3.4,5.6.7|. Procedure: Using similar reaction conditions as described in step-ii of example-1, 5-bromo-3-(1-(3-fluorobenzyl)-3,5-dimethyl-1H-pyrazol-4-yl)-1-tosyl-1H-pyrrolo[2,3-b]pyridine (step-i of example-14) (150 mg, 0.27 mmol) was coupled with 4-(4-(4,4,5,5-tetramethyl-1,3,2-dioxaborolan-2-yl)phenyl)pyridine (intermediate 45) (91.44 mh, 0.32 mmol) in sodium carbonate (85.86, 0.81 mmol), toluene/ethanol/water (5/5/2 ml). This afforded 120 mg (70.5% yield) of the titled compound. The reactants are CC(C)C1=CC(=C(C(=C1)C(C)C)C2=C(C=CC=C2)P(C3CCCCC3)C4CCCCC4)C(C)C (Xphos), BrC1=CNC=2C1=NC=CC2 (3-bromo-1H-pyrrolo[3,2-b]pyridine), COCOC1=CC=C(C=C1)B1OC(C(O1)(C)C)(C)C (2-[4-(methoxymethoxy)phenyl]-4,4,5,5-tetramethyl-1,3,2-dioxaborolane), C(=O)([O-])[O-].[Cs+].[Cs+] (Cs2CO3). Reagents/catalysts: C=1C=CC(=CC1)/C=C/C(=O)/C=C/C2=CC=CC=C2.C=1C=CC(=CC1)/C=C/C(=O)/C=C/C2=CC=CC=C2.C=1C=CC(=CC1)/C=C/C(=O)/C=C/C2=CC=CC=C2.[Pd].[Pd] (Pd2(dba)3). Solvent: O (water), COCCOC (DME), O (water). The product is COCOC1=CC=C(C=C1)C1=CNC=2C1=NC=CC2 (3-[4-(Methoxymethoxy)phenyl]-1H-pyrrolo[3,2-b]pyridine). Isolated yield 14.0%. RXN SMILES: CC(C1C=C(C(C)C)C(C2C=CC=CC=2P(C2CCCCC2)C2CCCCC2)=C(C(C)C)C=1)C.Br[C:36]1[C:40]2=[N:41][CH:42]=[CH:43][CH:44]=[C:39]2[NH:38][CH:37]=1.[CH3:45][O:46][CH2:47][O:48][C:49]1[CH:54]=[CH:53][C:52](B2OC(C)(C)C(C)(C)O2)=[CH:51][CH:50]=1.C([O-])([O-])=O.[Cs+].[Cs+]>COCCOC.O.C1C=CC(/C=C/C(/C=C/C2C=CC=CC=2)=O)=CC=1.C1C=CC(/C=C/C(/C=C/C2C=CC=CC=2)=O)=CC=1.C1C=CC(/C=C/C(/C=C/C2C=CC=CC=2)=O)=CC=1.[Pd].[Pd]>[CH3:45][O:46][CH2:47][O:48][C:49]1[CH:54]=[CH:53][C:52]([C:36]2[C:40]3=[N:41][CH:42]=[CH:43][CH:44]=[C:39]3[NH:38][CH:37]=2)=[CH:51][CH:50]=1 |f:3.4.5,8.9.10.11.12|. Procedure details: To a suspension of Xphos (0.695 g), 3-bromo-1H-pyrrolo[3,2-b]pyridine (3.59 g), 2-[4-(methoxymethoxy)phenyl]-4,4,5,5-tetramethyl-1,3,2-dioxaborolane (4.81 g) and Cs2CO3 (11.86 g) in DME (50 mL) and water (10 mL) was added Pd2(dba)3 (0.334 g). The mixture was refluxed overnight under Ar atmosphere. The mixture was added to water and extracted with AcOEt. The organic layer was separated, washed with brine, dried over Na2SO4 and concentrated under reduced pressure. The residue was purified by silic...